This data is from the Open Reaction Database (ORD), a public repository of structured organic reaction records. The task is: describe an organic reaction: reactants, conditions, products, and yield Starting materials: O1C(OCCC1)C1=CC(=C(C=C1)C=1SC2=NC(=CC=C2N1)C(CC=C)(CCC=C)C1=CC=CC=C1)F (2-(4-(1,3-dioxan-2-yl)-2-fluorophenyl)-5-(4-phenylocta-1,7-dien-4-yl)thiazolo[5,4-b]pyridine), O (water). Reagents/catalysts: CC1=CC(=C(C(=C1)C)N2CCN([CH-]2)C3=C(C=C(C=C3C)C)C)C.C1CCC(CC1)[PH+](C2CCCCC2)C3CCCCC3.C1=CC=C(C=C1)C=[Ru](Cl)Cl (tricyclohexylphosphine[1,3-bis(2,4,6-trimethylphenyl)-4,5-dihydroimidazol-2-ylidene][benzylidene]ruthenium(IV) dichloride). Solvent: C(Cl)Cl (DCM). Reaction conditions: time 4 hour. Product: O1C(OCCC1)C1=CC(=C(C=C1)C=1SC2=NC(=CC=C2N1)C1(CC=CCC1)C1=CC=CC=C1)F (2-(4-(1,3-dioxan-2-yl)-2-fluorophenyl)-5-(1-phenylcyclohex-3-enyl)thiazolo[5,4-b]pyridine). RXN SMILES: [O:1]1[CH2:6][CH2:5][CH2:4][O:3][CH:2]1[C:7]1[CH:12]=[CH:11][C:10]([C:13]2[S:14][C:15]3[C:20]([N:21]=2)=[CH:19][CH:18]=[C:17]([C:22]([C:30]2[CH:35]=[CH:34][CH:33]=[CH:32][CH:31]=2)([CH2:26][CH2:27]C=C)[CH2:23][CH:24]=[CH2:25])[N:16]=3)=[C:9]([F:36])[CH:8]=1.O>C(Cl)Cl.CC1C=C(C)C(N2[CH-]N(C3C(C)=CC(C)=CC=3C)CC2)=C(C)C=1.C1CCC([PH+](C2CCCCC2)C2CCCCC2)CC1.C1C=CC(C=[Ru](Cl)Cl)=CC=1>[O:3]1[CH2:4][CH2:5][CH2:6][O:1][CH:2]1[C:7]1[CH:12]=[CH:11][C:10]([C:13]2[S:14][C:15]3[C:20]([N:21]=2)=[CH:19][CH:18]=[C:17]([C:22]2([C:30]4[CH:35]=[CH:34][CH:33]=[CH:32][CH:31]=4)[CH2:26][CH2:27][CH:25]=[CH:24][CH2:23]2)[N:16]=3)=[C:9]([F:36])[CH:8]=1 |f:3.4.5|. Procedure: To a solution of 2-(4-(1,3-dioxan-2-yl)-2-fluorophenyl)-5-(4-phenylocta-1,7-dien-4-yl)thiazolo[5,4-b]pyridine (0.580 g, 1.16 mmol) in 22 mL DCM under argon was added tricyclohexylphosphine[1,3-bis(2,4,6-trimethylphenyl)-4,5-dihydroimidazol-2-ylidene][benzylidene]ruthenium(IV) dichloride (0.0492 g, 0.0579 mmol). The flask was fitted with a water-cooled reflux condenser and heated to reflux. The reaction was checked after 4 h and judged complete. Silica gel (4 g) was added and the reaction mixture...